From a dataset of the Open Reaction Database (ORD), a public repository of structured organic reaction records. describe an organic reaction: reactants, conditions, products, and yield Starting materials: [OH-].[K+] (potassium hydroxide), FC(C=1C=C(C=CC1)O)(F)F (3-trifluoromethylphenol), FC1=C(C#N)C=C(C=C1)F (2,5-difluorobenzonitrile). Solvent: CN(C=O)C (dimethylformamide). Run at temperature 60 celsius. The product is FC(C=1C=C(OC2=C(C#N)C=C(C=C2)F)C=CC1)(F)F (2-(3-trifluoromethylphenoxy)-5-fluorobenzonitrile). RXN SMILES: [F:1][C:2]([F:11])([F:10])[C:3]1[CH:4]=[C:5]([OH:9])[CH:6]=[CH:7][CH:8]=1.[OH-].[K+].F[C:15]1[CH:22]=[CH:21][C:20]([F:23])=[CH:19][C:16]=1[C:17]#[N:18]>CN(C)C=O>[F:1][C:2]([F:10])([F:11])[C:3]1[CH:4]=[C:5]([CH:6]=[CH:7][CH:8]=1)[O:9][C:15]1[CH:22]=[CH:21][C:20]([F:23])=[CH:19][C:16]=1[C:17]#[N:18] |f:1.2|. Procedure: To a solution of 3-trifluoromethylphenol (29 g, 0.18 mol) dissolved in dimethylformamide (100 ml) was added finely-powdered potassium hydroxide (15 g, 0.19 mol). The reaction mixture was heated to approximately 60° C., with stirring, for one hour after which time 2,5-difluorobenzonitrile (25 g, 0.19 mol) was added and the temperature increased to 110° C. After approximately half an hour, the reaction mixture was allowed to cool and excess dimethylformamide was removed in vacuo before 500 ml of a... Starting materials: CC1(OC2(CC1)OCCC2)CO (2-methyl-1,6-dioxaspiro[4.4]nonane-2-methanol), [H-].[Na+] (sodium hydride), O (water), C(C1=CC=CC=C1)Br (benzyl bromide). Yield: 54.1%. As a reaction SMILES: [CH3:1][C:2]1([CH2:11][OH:12])[CH2:6][CH2:5][C:4]2([CH2:10][CH2:9][CH2:8][O:7]2)[O:3]1.[H-].[Na+].[CH2:15](Br)[C:16]1[CH:21]=[CH:20][CH:19]=[CH:18][CH:17]=1.O>CN(C)C=O>[CH3:1][C:2]1([CH2:11][O:12][CH2:15][C:16]2[CH:21]=[CH:20][CH:19]=[CH:18][CH:17]=2)[CH2:6][CH2:5][C:4]2([CH2:10][CH2:9][CH2:8][O:7]2)[O:3]1 |f:1.2|. Run in CN(C=O)C (dimethylformamide). Product: CC1(OC2(CC1)OCCC2)COCC2=CC=CC=C2 (2-Methyl-2-((phenylmethoxy)methyl)-1,6-dioxaspiro[4.4]nonane). Procedure details: A solution of 1.70 g of 2-methyl-1,6-dioxaspiro[4.4]nonane-2-methanol in 20 ml of dimethylformamide was treated sequentially with 0.60 g of 60% sodium hydride-mineral oil dispersion at 15°-25° C. for 1 hour and then with 1.71 g of benzyl bromide at 0°-25° C. for 1 hour. The resulting mixture was poured into 150 ml of water and extracted with diethyl ether. The ether extract was washed with water, dried and distilled to yield 1.40 g of the desired product as a colorless liquid, b.p. 105°-110° C. ... The reactants are Cl (HCl), C(C1=CC=CC=C1)(=O)NCC1=CC=C(S1)S(=O)(=O)Cl (5-benzoylaminomethyl-2-thiophenesulfonyl chloride), Cl.Cl.N1(C=NC=C1)C1=CC=C(OCCCCN)C=C1 (4-[4-(1H-imidazol-1-yl)phenoxy]butaneamine dihydrochloride), [OH-].[Na+] (NaOH). The solvent is ClCCl (dichloromethane), O (water). Conditions: time 3 hour. Yields the product NCC1=CC=C(S1)S(=O)(=O)NCCCCOC1=CC=C(C=C1)N1C=NC=C1 (5-Aminomethyl-N-[4-[4-(1H-imidazol-1-yl)phenoxy]butyl]-2-thiophenesulfonamide). RXN SMILES: C([NH:9][CH2:10][C:11]1[S:15][C:14]([S:16](Cl)(=[O:18])=[O:17])=[CH:13][CH:12]=1)(=O)C1C=CC=CC=1.Cl.Cl.[N:22]1([C:27]2[CH:38]=[CH:37][C:30]([O:31][CH2:32][CH2:33][CH2:34][CH2:35][NH2:36])=[CH:29][CH:28]=2)[CH:26]=[CH:25][N:24]=[CH:23]1.[OH-].[Na+].Cl>ClCCl.O>[NH2:9][CH2:10][C:11]1[S:15][C:14]([S:16]([NH:36][CH2:35][CH2:34][CH2:33][CH2:32][O:31][C:30]2[CH:37]=[CH:38][C:27]([N:22]3[CH:26]=[CH:25][N:24]=[CH:23]3)=[CH:28][CH:29]=2)(=[O:17])=[O:18])=[CH:13][CH:12]=1 |f:1.2.3,4.5|. Procedure: A solution of 3.0 g of 5-benzoylaminomethyl-2-thiophenesulfonyl chloride, in 100 ml of dichloromethane, is added to a stirred mixture of 3.0 g of 4-[4-(1H-imidazol-1-yl)phenoxy]butaneamine dihydrochloride (Example 2) and 3.5 ml of 10N NaOH in 100 ml of water. The mixture is stirred at room temperature for 3 hours, a tacky precipitate being formed. The precipitate is mixed with 100 ml of concentrate HCl, and the mixture is stirred at reflux for 12 hours, solution taking place. The solution is tak... As a reaction SMILES: Cl[CH2:2][CH2:3][CH2:4][C@H:5]1[CH2:9][CH2:8][C@@H:7]([C:10]2[CH:15]=[CH:14][C:13]([F:16])=[CH:12][CH:11]=2)[N:6]1[S:17]([C:20]1[CH:25]=[CH:24][C:23]([CH3:26])=[CH:22][CH:21]=1)(=[O:19])=[O:18].[NH:27]1[CH:31]=[CH:30][N:29]=[CH:28]1>C(Cl)(Cl)Cl>[F:16][C:13]1[CH:14]=[CH:15][C:10]([C@H:7]2[N:6]([S:17]([C:20]3[CH:25]=[CH:24][C:23]([CH3:26])=[CH:22][CH:21]=3)(=[O:19])=[O:18])[C@@H:5]([CH2:4][CH2:3][CH2:2][N:27]3[CH:31]=[CH:30][N:29]=[CH:28]3)[CH2:9][CH2:8]2)=[CH:11][CH:12]=1. Yields the product FC1=CC=C(C=C1)[C@@H]1CC[C@@H](N1S(=O)(=O)C1=CC=C(C=C1)C)CCCN1C=NC=C1 ((2S,5S)-1-{3-[5-(4-Fluoro-phenyl)-1-(toluene-4-sulfonyl)-pyrrolidin-2-yl]-propyl}-1H-imidazole). Solvent: C(Cl)(Cl)Cl (chloroform). Starting materials: ClCCC[C@@H]1N([C@@H](CC1)C1=CC=C(C=C1)F)S(=O)(=O)C1=CC=C(C=C1)C ((2R,5S)-2-(3-chloro-propyl)-5-(4-fluoro-phenyl)-1-(toluene-4-sulfonyl)-pyrrolidine), N1C=NC=C1 (1H-imidazole). Reported procedure: The title compound, colorless oil, MS: m/e=428.5 (M+H+) and [α]D20=−68.5° (c=0.3050 in chloroform), was prepared in accordance with the general method of example 82b from (2R,5S)-2-(3-chloro-propyl)-5-(4-fluoro-phenyl)-1-(toluene-4-sulfonyl)-pyrrolidine and 1H-imidazole. Starting materials: CC1CNCCN1, COCc1cnc(Cl)c(Cl)c1. The product is COCc1cnc(N2CCNC(C)C2)c(Cl)c1. As a reaction SMILES: [CH3:12][CH:13]1[NH:14][CH2:15][CH2:16][NH:17][CH2:18]1.[Cl:1][c:2]1[n:3][cH:4][c:5]([CH2:9][O:10][CH3:11])[cH:6][c:7]1[Cl:8]>>[c:2]1([N:17]2[CH2:16][CH2:15][NH:14][CH:13]([CH3:12])[CH2:18]2)[n:3][cH:4][c:5]([CH2:9][O:10][CH3:11])[cH:6][c:7]1[Cl:8]. The reactants are C(N)(=O)[C@H]1NC2CCC1CC2 ((3S)-3-carbamoyl-2-azabicyclo[2.2.2]octane), peptide, C(C)OC(=O)[C@H](CCC)N[C@@H](C)C(=O)O ((S)-N-[(S)-1-(ethoxycarbonyl)butyl]alanine). Product: C(C)OC(=O)[C@H](CCC)N[C@H](C(=O)N1C2CCC([C@H]1C(N)=O)CC2)C ((3S)-2-{(S)-2-[(S)-1-(ETHOXYCARBONYL)-BUTYLAMINO]PROPIONYL}-3-CARBAMOYL-2-AZABICYCLO[2.2.2]OCTANE). Isolated yield 58.0%. RXN SMILES: [C:1]([C@@H:4]1[CH:9]2[CH2:10][CH2:11][CH:6]([CH2:7][CH2:8]2)[NH:5]1)(=[O:3])[NH2:2].[CH2:12]([O:14][C:15]([C@@H:17]([NH:21][C@H:22]([C:24](O)=[O:25])[CH3:23])[CH2:18][CH2:19][CH3:20])=[O:16])[CH3:13]>>[CH2:12]([O:14][C:15]([C@@H:17]([NH:21][C@@H:22]([CH3:23])[C:24]([N:5]1[C@H:4]([C:1](=[O:3])[NH2:2])[CH:9]2[CH2:10][CH2:11][CH:6]1[CH2:7][CH2:8]2)=[O:25])[CH2:18][CH2:19][CH3:20])=[O:16])[CH3:13]. Procedure: Using the (DCC/HOBT) peptide coupling method described by W. KONIG and R. GEIGER (Ber, 103, 788, 1970) the expected product is prepared from 0.02 mol of (3S)-3-carbamoyl-2-azabicyclo[2.2.2]octane, described in Patent FR 2,585,709, and 0.02 mol of (S)-N-[(S)-1-(ethoxycarbonyl)butyl]alanine, described by VINCENT et al (Tetrahedron Letters 23, (1982), 1677-1680), the product being purified by chromatography on silica gel (elution solvent: dichloromethane/ethanol, 90:10) and then lyophilized. Reactants: O=C(O)C1CCCN1C(=O)OCc1ccccc1, C1CCOC1, O=P([O-])([O-])[O-]. Product: O=C(OCc1ccccc1)N1CCCC1CO. RXN SMILES: [C:1](=[O:2])([O:3][CH2:4][c:5]1[cH:6][cH:7][cH:8][cH:9][cH:10]1)[N:11]1[CH:12]([C:13](=[O:14])[OH:15])[CH2:16][CH2:17][CH2:18]1.[CH2:24]1[O:25][CH2:26][CH2:27][CH2:28]1.[O-:19][P:20](=[O:21])([O-:22])[O-:23]>>[C:1](=[O:2])([O:3][CH2:4][c:5]1[cH:6][cH:7][cH:8][cH:9][cH:10]1)[N:11]1[CH:12]([CH2:13][OH:14])[CH2:16][CH2:17][CH2:18]1.